Dataset: the Open Reaction Database (ORD), a public repository of structured organic reaction records. Task: describe an organic reaction: reactants, conditions, products, and yield The reactants are BrC1=C(C=CC(=C1)O)CC(=O)OCC1=CC=CC=C1 (benzyl (2-bromo-4-hydroxyphenyl)acetate), C1(=CC=CC=C1)B(O)O (phenyl boronic acid), C([O-])([O-])=O.[Na+].[Na+] (sodium carbonate). Solvent: C(OC)COC (dimethoxyethane), O (water), O (water). Conditions: temperature 80 celsius, time 8 hour. Product: OC=1C=CC(=C(C1)C1=CC=CC=C1)CC(=O)OCC1=CC=CC=C1 (benzyl (5-hydroxybiphenyl-2-yl)acetate). Isolated yield 86.8%. Reaction SMILES: Br[C:2]1[CH:7]=[C:6]([OH:8])[CH:5]=[CH:4][C:3]=1[CH2:9][C:10]([O:12][CH2:13][C:14]1[CH:19]=[CH:18][CH:17]=[CH:16][CH:15]=1)=[O:11].[C:20]1(B(O)O)[CH:25]=[CH:24][CH:23]=[CH:22][CH:21]=1.C(=O)([O-])[O-].[Na+].[Na+]>C(COC)OC.O>[OH:8][C:6]1[CH:5]=[CH:4][C:3]([CH2:9][C:10]([O:12][CH2:13][C:14]2[CH:19]=[CH:18][CH:17]=[CH:16][CH:15]=2)=[O:11])=[C:2]([C:20]2[CH:25]=[CH:24][CH:23]=[CH:22][CH:21]=2)[CH:7]=1 |f:2.3.4|. Procedure details: To a solution of benzyl (2-bromo-4-hydroxyphenyl)acetate (400 mg) in dimethoxyethane (4.00 mL) and water (1.20 mL) were added phenyl boronic acid (182 mg), sodium carbonate (396 mg), and 1,1′-bis(diphenylphosphino) ferrocene palladium (II) dichloride dichloromethane complex (50.9 mg), followed by stirring at 80° C. overnight. To the reaction mixture was added water, followed by extraction with ethyl acetate. The organic layer was washed with water and a saturated aqueous sodium chloride solution... Procedure details: The title compound was synthesized in analogy to the procedure described for the preparation of Example 23, using 5-bromo-6-cyclopropylmethoxy-N-(trans-2-hydroxy-cyclohexyl)-nicotinamide and 4-trifluoromethoxyphenylboronic acid (commercially available) as starting materials. MS (m/e): 451.3 (MH+). Reactants: BrC=1C(=NC=C(C(=O)N[C@H]2[C@@H](CCCC2)O)C1)OCC1CC1 (5-bromo-6-cyclopropylmethoxy-N-(trans-2-hydroxy-cyclohexyl)-nicotinamide), FC(OC1=CC=C(C=C1)B(O)O)(F)F (4-trifluoromethoxyphenylboronic acid). Product: C1(CC1)COC1=NC=C(C(=O)N[C@H]2[C@@H](CCCC2)O)C=C1C1=CC=C(C=C1)OC(F)(F)F (6-Cyclopropylmethoxy-N-((trans)-2-hydroxy-cyclohexyl)-5-(4-trifluoromethoxy-phenyl)-nicotinamide). As a reaction SMILES: Br[C:2]1[C:3]([O:18][CH2:19][CH:20]2[CH2:22][CH2:21]2)=[N:4][CH:5]=[C:6]([CH:17]=1)[C:7]([NH:9][C@@H:10]1[CH2:15][CH2:14][CH2:13][CH2:12][C@H:11]1[OH:16])=[O:8].[F:23][C:24]([F:36])([F:35])[O:25][C:26]1[CH:31]=[CH:30][C:29](B(O)O)=[CH:28][CH:27]=1>>[CH:20]1([CH2:19][O:18][C:3]2[C:2]([C:29]3[CH:28]=[CH:27][C:26]([O:25][C:24]([F:23])([F:35])[F:36])=[CH:31][CH:30]=3)=[CH:17][C:6]([C:7]([NH:9][C@@H:10]3[CH2:15][CH2:14][CH2:13][CH2:12][C@H:11]3[OH:16])=[O:8])=[CH:5][N:4]=2)[CH2:22][CH2:21]1. Reactants: C1CCOC1, ClCCl, CNC, [Cl-], COc1c2c(c(C(=O)O)n(C)c1=O)CCN(Cc1ccc(F)c(Cl)c1)C2=O, O=C(Cl)C(=O)Cl, CN(C)C=O. Product: COc1c2c(c(C(=O)N(C)C)n(C)c1=O)CCN(Cc1ccc(F)c(Cl)c1)C2=O. RXN SMILES: [CH2:38]1[O:39][CH2:40][CH2:41][CH2:42]1.[CH2:43]([Cl:44])[Cl:45].[CH3:35][NH:36][CH3:37].[Cl-:34].[Cl:1][c:2]1[cH:3][c:4]([CH2:5][N:6]2[C:7](=[O:23])[c:8]3[c:9]([O:21][CH3:22])[c:10](=[O:20])[n:11]([CH3:19])[c:12]([C:16](=[O:17])[OH:18])[c:13]3[CH2:14][CH2:15]2)[cH:24][cH:25][c:26]1[F:27].[Cl:28][C:29]([C:30]([Cl:31])=[O:32])=[O:33].[O:46]=[CH:47][N:48]([CH3:49])[CH3:50]>>[Cl:1][c:2]1[cH:3][c:4]([CH2:5][N:6]2[C:7](=[O:23])[c:8]3[c:9]([O:21][CH3:22])[c:10](=[O:20])[n:11]([CH3:19])[c:12]([C:16](=[O:17])[N:36]([CH3:35])[CH3:37])[c:13]3[CH2:14][CH2:15]2)[cH:24][cH:25][c:26]1[F:27]. Starting materials: C(C1=CC=CC=C1)(=N)N (benzamidine), C[C@@H]1CC[C@@]2([C@H]([C@H]3[C@@H](O2)[C@H]([C@@H]4[C@@]3(CC[C@H]5[C@H]4CC[C@@H]6[C@@]5(C[C@H]([C@@H](C6)O[C@H]7[C@@H]([C@H]([C@H]([C@H](O7)CO)O[C@H]8[C@@H]([C@H](C([C@H](O8)CO)O)O[C@H]9[C@@H]([C@H]([C@@H](CO9)O)O)O)O[C@H]2[C@@H]([C@H]([C@H]([C@H](O2)CO)O)O[C@H]2[C@@H]([C@H]([C@@H]([C@H](O2)CO)O)O)O)O)O)O)O)C)C)O)C)OC1 (digitonin). The solvent is P(=O)([O-])([O-])[O-] (phosphate). Product: CC(C)CCC[C@@H](C)[C@H]1CC[C@H]2[C@@H]3CC=C4C[C@@H](O)CC[C@]4(C)[C@H]3CC[C@]12C (Cholesterol). Reaction SMILES: C(N)(=N)C1C=CC=CC=1.[CH3:10][C@H:11]1[CH2:94]O[C@@:14]2(O[C@H:17]3[C@@H:19](O)[C@H:20]4[C@@H:25]5[CH2:26][CH2:27][C@H:28]6[CH2:33][C@@H:32]([O:34][C@@H]7O[C@H](CO)[C@H](O[C@@H]8O[C@H](CO)C(O)[C@H](O[C@@H]9OC[C@@H](O)[C@H](O)[C@H]9O)[C@H]8O[C@@H]8O[C@H](CO)[C@H](O)[C@H](O[C@@H]9O[C@H](CO)[C@@H](O)[C@H](O)[C@H]9O)[C@H]8O)[C@H](O)[C@H]7O)[C@H:31](O)[CH2:30][C@:29]6([CH3:89])[C@H:24]5[CH2:23][CH2:22][C@:21]4([CH3:90])[C@H:16]3[C@@H:15]2[CH3:92])[CH2:13][CH2:12]1>P([O-])([O-])([O-])=O>[CH3:94][CH:11]([CH2:12][CH2:13][CH2:14][C@H:15]([C@@H:16]1[C@:21]2([CH3:90])[C@H:20]([C@H:25]3[C@H:24]([CH2:23][CH2:22]2)[C@:29]2([CH3:89])[C:28]([CH2:33][C@H:32]([CH2:31][CH2:30]2)[OH:34])=[CH:27][CH2:26]3)[CH2:19][CH2:17]1)[CH3:92])[CH3:10]. Reported procedure: Human pancreas was received at autopsy. About 30 g of tissue in 10 mM phosphate, pH 6.0, 50 mM benzamidine, 0.5% digitonin were homogenized with a polytron, centrifugally pelleted (48,000×g, 30 min.) and the supernatant collected. The supernatant was centrifugally pelleted (100,000×g, 60 min.) again and the second supernatant was passed through glass wool and dialized overnight against 50 mM benzamidine, 10 mM phosphate, pH 6.8. The dialysate was loaded onto a hydroxylapatite column (2.6×10 cm) ... Starting materials: CCSc1nc(O)ns1, COP(=S)(Cl)OC. Yields the product CCSc1nc(OP(=S)(OC)OC)ns1. RXN SMILES: [OH:8][c:9]1[n:10][s:11][c:12]([S:14][CH2:15][CH3:16])[n:13]1.[P:1](=[S:2])([O:3][CH3:4])([O:5][CH3:6])[Cl:7]>>[P:1](=[S:2])([O:3][CH3:4])([O:5][CH3:6])[O:8][c:9]1[n:10][s:11][c:12]([S:14][CH2:15][CH3:16])[n:13]1. Reactants: FC=1C=C(C=CC1)C1=NC=2C(=NC=CC2)N1C=1C=NC(=CC1)OC (2-(3-fluorophenyl)-3-(6-methoxy-3-pyridyl) -3H-imidazo[4,5-b]pyridine). Solvent: Br (hydrobromic acid). Run at temperature 100 celsius, time 35 minute. The product is FC=1C=C(C=CC1)C1=NC=2C(=NC=CC2)N1C=1C=CC(=NC1)O (5-[2-(3-Fluoropheyl)-3H-imidazo[4,5-b]pyridin-3-yl]-2-pyridinol). The yield is 62.2%. Reaction SMILES: [F:1][C:2]1[CH:3]=[C:4]([C:8]2[N:16]([C:17]3[CH:18]=[N:19][C:20]([O:23]C)=[CH:21][CH:22]=3)[C:11]3=[N:12][CH:13]=[CH:14][CH:15]=[C:10]3[N:9]=2)[CH:5]=[CH:6][CH:7]=1>Br>[F:1][C:2]1[CH:3]=[C:4]([C:8]2[N:16]([C:17]3[CH:22]=[CH:21][C:20]([OH:23])=[N:19][CH:18]=3)[C:11]3=[N:12][CH:13]=[CH:14][CH:15]=[C:10]3[N:9]=2)[CH:5]=[CH:6][CH:7]=1. Reported procedure: A mixture of 1.80 g of 2-(3-fluorophenyl)-3-(6-methoxy-3-pyridyl) -3H-imidazo[4,5-b]pyridine and 20 mL of 47% hydrobromic acid was stirred at 100° C. for 3 hours and 35 minutes. The reaction mixtures was evaporated, to give a brown oil. This oil was subjected 3 times to azeotropic distillation with toluene, and the resulting brown oil was subjected to crystallization from methanol, to give 1.07 g of the title compound as greenish brown crystals (63% y.). The reactants are CC=CC(=O)N1CCOC1=O, CS(=O)(=O)O, CCOC(C)=O, Nc1ccccc1. The product is CC(CC(=O)N1CCOC1=O)Nc1ccccc1. As a reaction SMILES: [C:1]([CH:2]=[CH:3][CH3:4])(=[O:5])[N:6]1[C:7](=[O:11])[O:8][CH2:9][CH2:10]1.[CH3:19][S:20](=[O:21])(=[O:22])[OH:23].[CH3:24][CH2:25][O:26][C:27](=[O:28])[CH3:29].[NH2:12][c:13]1[cH:14][cH:15][cH:16][cH:17][cH:18]1>>[C:1]([CH2:2][CH:3]([CH3:4])[NH:12][c:13]1[cH:14][cH:15][cH:16][cH:17][cH:18]1)(=[O:5])[N:6]1[C:7](=[O:11])[O:8][CH2:9][CH2:10]1.